This data is from the Open Reaction Database (ORD), a public repository of structured organic reaction records. The task is: describe an organic reaction: reactants, conditions, products, and yield Starting materials: C1(CC1)CN1[C@H]2[C@@]3(CC[C@@H]([C@H]4[C@@]3(C=3C(=C(C=CC3C2)O)O4)CC1)N(C(CC1=CC(=C(C=C1)Cl)Cl)=O)OC)O (17-cyclopropylmethyl-3,14β-dihydroxy-4,5α-epoxy-6α-(N-methoxy-3,4-dichlorophenylacetamido)morphinan), C[Si](C)(C)C=[N+]=[N-] (trimethylsilyldiazomethane), C(C)(C)N(CC)C(C)C (diisopropylethylamine), CO (methanol). Solvent: C(C)#N (acetonitrile). Run at time 13 hour. Product: C1(CC1)CN1[C@H]2[C@@]3(CC[C@@H]([C@H]4[C@@]3(C=3C(=C(C=CC3C2)OC)O4)CC1)N(C(CC1=CC(=C(C=C1)Cl)Cl)=O)OC)O (17-Cyclopropylmethyl-4,5α-epoxy-14β-hydroxy-3-methoxy-6α-(N-methoxy-3,4-dichlorophenylacetamido)morphinan). Isolated yield 23.4%. RXN SMILES: [CH:1]1([CH2:4][N:5]2[CH2:23][CH2:22][C@:12]34[C:13]5[C:14]6[O:21][C@H:11]3[C@@H:10]([N:24]([O:36][CH3:37])[C:25](=[O:35])[CH2:26][C:27]3[CH:32]=[CH:31][C:30]([Cl:33])=[C:29]([Cl:34])[CH:28]=3)[CH2:9][CH2:8][C@@:7]4([OH:38])[C@H:6]2[CH2:19][C:18]=5[CH:17]=[CH:16][C:15]=6[OH:20])[CH2:3][CH2:2]1.[CH3:39][Si](C=[N+]=[N-])(C)C.C(N(C(C)C)CC)(C)C.CO>C(#N)C>[CH:1]1([CH2:4][N:5]2[CH2:23][CH2:22][C@:12]34[C:13]5[C:14]6[O:21][C@H:11]3[C@@H:10]([N:24]([O:36][CH3:37])[C:25](=[O:35])[CH2:26][C:27]3[CH:32]=[CH:31][C:30]([Cl:33])=[C:29]([Cl:34])[CH:28]=3)[CH2:9][CH2:8][C@@:7]4([OH:38])[C@H:6]2[CH2:19][C:18]=5[CH:17]=[CH:16][C:15]=6[O:20][CH3:39])[CH2:3][CH2:2]1. Reported procedure: A mixture of 17-cyclopropylmethyl-3,14β-dihydroxy-4,5α-epoxy-6α-(N-methoxy-3,4-dichlorophenylacetamido)morphinan (197 mg, 0.35 mmol), trimethylsilyldiazomethane (10% solution in CH2Cl2, 0.57 g, 0.5 mmol), diisopropylethylamine (65 mg, 0.5 mmol), methanol (0.2 ml), and acetonitrile (2 ml) was stirred at room temperature for 13 h. After evaporation of the solvent, the residual oil was purified by preparative thin layer chromatography (1 mm thick plate, CH2Cl2 /MeOH: 10/1) to give 47 mg of amorphou... Starting materials: [Li+].[OH-] (LiOH), COC(C1=CC=C(C=C1)C=1NC2=C(C(=CC=C2C1)Cl)F)=O (4-(6-chloro-7-fluoro-1H-indol-2-yl)-benzoic acid methyl ester), C(CCC)C1=CC=C(C=C1)B(O)O (4-n-butylphenyl-boronic acid), C([O-])([O-])=O.[Cs+].[Cs+] (cesium carbonate). Reagents/catalysts: [Pd] (palladium). Solvent: O1CCOCC1 (dioxane), C(C)(=O)OCC (ethyl acetate). Conditions: temperature 120 celsius. The product is C(CCC)C1=CC=C(C=C1)C1=CC=C2C=C(NC2=C1F)C1=CC=C(C(=O)O)C=C1 (4-[6-(4-Butyl-phenyl)-7-fluoro-1H-indol-2-yl]-benzoic acid). RXN SMILES: C[O:2][C:3](=[O:21])[C:4]1[CH:9]=[CH:8][C:7]([C:10]2[NH:11][C:12]3[C:17]([CH:18]=2)=[CH:16][CH:15]=[C:14](Cl)[C:13]=3[F:20])=[CH:6][CH:5]=1.[CH2:22]([C:26]1[CH:31]=[CH:30][C:29](B(O)O)=[CH:28][CH:27]=1)[CH2:23][CH2:24][CH3:25].C(=O)([O-])[O-].[Cs+].[Cs+].[Li+].[OH-]>O1CCOCC1.[Pd].C(OCC)(=O)C>[CH2:22]([C:26]1[CH:31]=[CH:30][C:29]([C:14]2[C:13]([F:20])=[C:12]3[C:17]([CH:18]=[C:10]([C:7]4[CH:8]=[CH:9][C:4]([C:3]([OH:2])=[O:21])=[CH:5][CH:6]=4)[NH:11]3)=[CH:16][CH:15]=2)=[CH:28][CH:27]=1)[CH2:23][CH2:24][CH3:25] |f:2.3.4,5.6|. Procedure details: Steps 2 and 3: To a mixture of 4-(6-chloro-7-fluoro-1H-indol-2-yl)-benzoic acid methyl ester (37 mg, 0.122 mmol) from the previous step, 4-n-butylphenyl-boronic acid (43 mg, 0.244 mmol), and cesium carbonate (159 mg, 0.487 mmol) in dioxane (4 mL), is added CombiPhos-Pd6 palladium catalyst (Combiphos Catalysts Inc., 3 mg). The mixture is purged with N2 for 5 minutes and heated at 120° C. for 7 hours in a sealed tube. After cooling to room temperature, the reaction is diluted with ethyl acetate an... Reactants: ClC1=CC=C(C=C1)C1=CC=C(O1)C(=O)O (5-(p-chlorophenyl)furoic acid), C(C)(=O)NN (acetyl hydrazine). Run in S(=O)(Cl)Cl (thionyl chloride), C(Cl)(Cl)Cl (chloroform). Run at time 20 minute. Product: C(C)(=O)NNC(=O)C=1OC(=CC1)C1=CC=C(C=C1)Cl (1-Acetyl-2-(5-p-chlorophenyl-2-furoyl)hydrazine). As a reaction SMILES: [Cl:1][C:2]1[CH:7]=[CH:6][C:5]([C:8]2[O:12][C:11]([C:13]([OH:15])=O)=[CH:10][CH:9]=2)=[CH:4][CH:3]=1.[C:16]([NH:19][NH2:20])(=[O:18])[CH3:17]>S(Cl)(Cl)=O.C(Cl)(Cl)Cl>[C:16]([NH:19][NH:20][C:13]([C:11]1[O:12][C:8]([C:5]2[CH:4]=[CH:3][C:2]([Cl:1])=[CH:7][CH:6]=2)=[CH:9][CH:10]=1)=[O:15])(=[O:18])[CH3:17]. Procedure: A mixture of 111.5 g (0.5 mole) of 5-(p-chlorophenyl)furoic acid in 500 ml of thionyl chloride was heated at reflux for 1-11/4 hr. After slight cooling, the reaction mixture was filtered and the filtrate was concentrated in a water bath at reduced pressure to a creamy solid. The solid was dissolved in 400 ml of chloroform. To this chloroform solution under stirring at room temperature was added a suspension of 74 g (1 mole) of acetyl hydrazine in 900 ml of chloroform. Addition was completed in a... Starting materials: Cl.Cl.FC=1C=CC2=C(N(C(=N2)[C@H](C)N)C2=CC=CC=C2)C1 ((S)-1-(6-Fluoro-1-phenyl-1H-benzoimidazol-2-yl)ethylamine dihydrochloride), ClC=1C(N(N=CC1Cl)C)=O (4,5-dichloro-2-methyl-2H-pyridazin-3-one), C(C)(C)N(CC)C(C)C (diisopropylethylamine). Solvent: C(C)(C)O (isopropanol), CCOC(=O)C (EtOAc). Reaction conditions: time 20 hour. Product: ClC1=C(C(N(N=C1)C)=O)N[C@@H](C)C1=NC2=C(N1C1=CC=CC=C1)C=C(C=C2)F (5-Chloro-4-[(S)-1-(6-fluoro-1-phenyl-1H-benzoimidazol-2-yl)-ethylamino]-2-methyl-2H-pyridazin-3-one). Isolated yield 6.4%. As a reaction SMILES: Cl.Cl.[F:3][C:4]1[CH:5]=[CH:6][C:7]2[N:11]=[C:10]([C@@H:12]([NH2:14])[CH3:13])[N:9]([C:15]3[CH:20]=[CH:19][CH:18]=[CH:17][CH:16]=3)[C:8]=2[CH:21]=1.Cl[C:23]1[C:24](=[O:31])[N:25]([CH3:30])[N:26]=[CH:27][C:28]=1[Cl:29].C(N(C(C)C)CC)(C)C>C(O)(C)C.CCOC(C)=O>[Cl:29][C:28]1[CH:27]=[N:26][N:25]([CH3:30])[C:24](=[O:31])[C:23]=1[NH:14][C@H:12]([C:10]1[N:9]([C:15]2[CH:16]=[CH:17][CH:18]=[CH:19][CH:20]=2)[C:8]2[CH:21]=[C:4]([F:3])[CH:5]=[CH:6][C:7]=2[N:11]=1)[CH3:13] |f:0.1.2|. Procedure: (S)-1-(6-Fluoro-1-phenyl-1H-benzoimidazol-2-yl)ethylamine dihydrochloride (1.0 g, 3.05 mmol), 4,5-dichloro-2-methyl-2H-pyridazin-3-one (J. Org. Chem. 2473-76, 46, 1981) (0.546 g, 3.05 mmol) and diisopropylethylamine (2.1 mL, 12.8 mmol) in isopropanol (5 mL) was heated to reflux for 4.25 h then at 75° C. for 20 h. The reaction mixture was cooled, diluted with EtOAc (20 mL) and washed with 1M sodium carbonate (10 mL). The organic extracts were dried (Na2SO4), evaporated to dryness and purified by ...